This data is from the Open Reaction Database (ORD), a public repository of structured organic reaction records. The task is: describe an organic reaction: reactants, conditions, products, and yield Reactants: CO[C@@H]1CNCC[C@H]1NC(C1=CC(=CC=C1)C(F)(F)F)=O (trans-N-(3-methoxy-4-piperidinyl)-3-(trifluoromethyl)benzamide), C([O-])([O-])=O.[Na+].[Na+] (sodium carbonate), CC(CC(C)=O)C (4-methyl-2-pentanone), [Br-].CC1CC(C(O1)=[N+](C)C)(C1=CC=CC=C1)C1=CC=CC=C1 (N-(dihydro-5-methyl-3,3-diphenyl-2(3H)-furanylidene)-N-methylmethanaminium bromide). The solvent is O (water). Conditions: time 30 minute. The product is CO[C@@H]1CN(CC[C@H]1NC(C1=CC(=CC=C1)C(F)(F)F)=O)C(CC(C(=O)N(C)C)(C1=CC=CC=C1)C1=CC=CC=C1)C (trans-3-methoxy-N,N,γ-trimethyl-α,α-diphenyl-4-[[3-(trifluoromethyl)benzoyl]amino]-1-piperidinebutanamide). Yield: 22.5%. RXN SMILES: [CH3:1][O:2][C@H:3]1[C@H:8]([NH:9][C:10](=[O:21])[C:11]2[CH:16]=[CH:15][CH:14]=[C:13]([C:17]([F:20])([F:19])[F:18])[CH:12]=2)[CH2:7][CH2:6][NH:5][CH2:4]1.C(=O)([O-])[O-].[Na+].[Na+].CC(C)CC(=O)C.[Br-].[CH3:36][CH:37]1[O:41][C:40](=[N+:42]([CH3:44])[CH3:43])[C:39]([C:51]2[CH:56]=[CH:55][CH:54]=[CH:53][CH:52]=2)([C:45]2[CH:50]=[CH:49][CH:48]=[CH:47][CH:46]=2)[CH2:38]1>O>[CH3:1][O:2][C@H:3]1[C@H:8]([NH:9][C:10](=[O:21])[C:11]2[CH:16]=[CH:15][CH:14]=[C:13]([C:17]([F:20])([F:18])[F:19])[CH:12]=2)[CH2:7][CH2:6][N:5]([CH:37]([CH3:36])[CH2:38][C:39]([C:51]2[CH:52]=[CH:53][CH:54]=[CH:55][CH:56]=2)([C:45]2[CH:46]=[CH:47][CH:48]=[CH:49][CH:50]=2)[C:40]([N:42]([CH3:43])[CH3:44])=[O:41])[CH2:4]1 |f:1.2.3,5.6|. Procedure details: A mixture of 3.0 parts of trans-N-(3-methoxy-4-piperidinyl)-3-(trifluoromethyl)benzamide, 2.65 parts of sodium carbonate and 80 parts of 4-methyl-2-pentanone was stirred for 30 minutes at reflux temperature, using a water separator. After cooling 3.96 parts of N-(dihydro-5-methyl-3,3-diphenyl-2(3H)-furanylidene)-N-methylmethanaminium bromide were added and stirring was continued for 5 hours at reflux. After cooling overnight at room temperature, the reaction mixture was washed twice with 50 part... Reactants: C(C)(=O)OC1=CC(NC=C1Cl)=O (4-acetoxy-5-chloro-2-pyridone), C(C1=CC=CC=C1)(=O)Cl (benzoyl chloride). Product: C(C)(=O)OC1=CC(=NC=C1Cl)OC(C1=CC=CC=C1)=O (4-acetoxy-2-benzoyloxy-5-chloropyridine). Isolated yield 93.0%. As a reaction SMILES: [C:1]([O:4][C:5]1[C:10]([Cl:11])=[CH:9][NH:8][C:7](=[O:12])[CH:6]=1)(=[O:3])[CH3:2].[C:13](Cl)(=[O:20])[C:14]1[CH:19]=[CH:18][CH:17]=[CH:16][CH:15]=1>>[C:1]([O:4][C:5]1[C:10]([Cl:11])=[CH:9][N:8]=[C:7]([O:12][C:13](=[O:20])[C:14]2[CH:19]=[CH:18][CH:17]=[CH:16][CH:15]=2)[CH:6]=1)(=[O:3])[CH3:2]. Procedure: The general procedure of Example 20 was repeated using 500 mg of 4-acetoxy-5-chloro-2-pyridone and 0.37 ml of benzoyl chloride to produce 720 mg of the title compound in a yield of 93%. Yields the product [N-]=[N+]=Nc1nc(N)nc2nc[nH]c12. Starting materials: CS(C)=O, [N-]=[N+]=[N-], Nc1nc(Cl)c2[nH]cnc2n1, [Na+], O. Reaction SMILES: [CH3:17][S:18](=[O:19])[CH3:20].[N-:2]=[N+:3]=[N-:4].[NH2:5][c:6]1[n:7][c:8]([Cl:15])[c:9]2[nH:10][cH:11][n:12][c:13]2[n:14]1.[Na+:1].[OH2:16]>>[N:2](=[N+:3]=[N-:4])[c:8]1[n:7][c:6]([NH2:5])[n:14][c:13]2[c:9]1[nH:10][cH:11][n:12]2. The reactants are O (water), N([C@@H](CC1=CC(=CC=C1)F)C(=O)O)C(=O)OC(C)(C)C (Boc-Phe(3-F)—OH), N([C@@H](C(C)C)C(=O)N([C@@H](CC1=CC(=C(C=C1)O)C(C)(C)C)C(=O)N)C)C (N-Me-Val-N-Me-Tyr(3-tBu)-NH2), TEA. Solvent: C1CCOC1 (THF). Run at time 8 hour. Product: N([C@@H](CC1=CC(=CC=C1)F)C(=O)N([C@@H](C(C)C)C(=O)N([C@@H](CC1=CC(=C(C=C1)O)C(C)(C)C)C(=O)N)C)C)C(=O)OC(C)(C)C (Boc-Phe(3-F)-N-Me-Val-N-Me-Tyr(3-tBu)-NH2). The yield is 90.8%. RXN SMILES: [NH:1]([C:14]([O:16][C:17]([CH3:20])([CH3:19])[CH3:18])=[O:15])[C@H:2]([C:11]([OH:13])=O)[CH2:3][C:4]1[CH:9]=[CH:8][CH:7]=[C:6]([F:10])[CH:5]=1.[NH:21]([CH3:46])[C@H:22]([C:26]([N:28]([CH3:45])[C@H:29]([C:42]([NH2:44])=[O:43])[CH2:30][C:31]1[CH:36]=[CH:35][C:34]([OH:37])=[C:33]([C:38]([CH3:41])([CH3:40])[CH3:39])[CH:32]=1)=[O:27])[CH:23]([CH3:25])[CH3:24].O>C1COCC1>[NH:1]([C:14]([O:16][C:17]([CH3:20])([CH3:19])[CH3:18])=[O:15])[C@H:2]([C:11]([N:21]([CH3:46])[C@H:22]([C:26]([N:28]([CH3:45])[C@H:29]([C:42]([NH2:44])=[O:43])[CH2:30][C:31]1[CH:36]=[CH:35][C:34]([OH:37])=[C:33]([C:38]([CH3:41])([CH3:39])[CH3:40])[CH:32]=1)=[O:27])[CH:23]([CH3:25])[CH3:24])=[O:13])[CH2:3][C:4]1[CH:9]=[CH:8][CH:7]=[C:6]([F:10])[CH:5]=1. Reported procedure: To a solution of Boc-Phe(3-F)—OH (0.20 g, 0.706 mmol), N-Me-Val-N-Me-Tyr(3-tBu)-NH2 (0.21 g, 0.578 mmol) and CMPI (0.20 g, 0.783 mmol) in THF (6 ml), TEA (0.30 ml, 2.15 mmol) was added under cooling with ice and stirred at room temperature overnight. The reaction mixture was mixed with water and extracted with ethyl acetate. The organic layer was washed with saturated brine, dried over anhydrous magnesium sulfate and evaporated to remove the solvent under reduced pressure; the thus obtained resi... Reported procedure: The reaction of 2-methylimidazole with acetic anhydride to give 4-acetyl-2-methylimidazole over a catalyst may be represented for example by the following equation: ##STR7## Reactants: CC=1NC=CN1 (2-methylimidazole), C(C)(=O)OC(C)=O (acetic anhydride). Yields the product C(C)(=O)C=1N=C(NC1)C (4-acetyl-2-methylimidazole). As a reaction SMILES: [CH3:1][C:2]1[NH:3][CH:4]=[CH:5][N:6]=1.[C:7](OC(=O)C)(=[O:9])[CH3:8]>>[C:7]([C:4]1[N:3]=[C:2]([CH3:1])[NH:6][CH:5]=1)(=[O:9])[CH3:8].